From a dataset of the Open Reaction Database (ORD), a public repository of structured organic reaction records. describe an organic reaction: reactants, conditions, products, and yield Reactants: C1(=CC=CC=C1)C1C(NCC(N1)=O)=O (3-phenyl-piperazine-2,5-dione), [H-].[Al+3].[Li+].[H-].[H-].[H-] (lithium aluminium hydride). Run in C1CCOC1 (THF). Reaction conditions: temperature 0 celsius, time 0.5 hour. Product: C1(=CC=CC=C1)C1NCCNC1 (2-phenylpiperazine). The yield is 101.9%. RXN SMILES: [C:1]1([CH:7]2[NH:12][C:11](=O)[CH2:10][NH:9][C:8]2=O)[CH:6]=[CH:5][CH:4]=[CH:3][CH:2]=1.[H-].[Al+3].[Li+].[H-].[H-].[H-]>C1COCC1>[C:1]1([CH:7]2[CH2:8][NH:9][CH2:10][CH2:11][NH:12]2)[CH:2]=[CH:3][CH:4]=[CH:5][CH:6]=1 |f:1.2.3.4.5.6|. Procedure details: 2.3 g of 3-phenyl-piperazine-2,5-dione were suspended in anhydrous THF under nitrogen and cooled in an ice-bath. 4 equiv. of lithium aluminium hydride were added. The reaction was stirred at 0° C. for 0.5 h, and then heated to reflux overnight. The reaction was quenched by the subsequent addition of 1 mL/gLiAlH4 of water, 1 mL/gLiAlH4 of 5% aqueous Sodium hydroxide solution and 3 mL/gLiAlH4 of water. The resulting solid were separated by filtration through Celite and rinsed with ethyl acetate. T... Starting materials: CC(OC1CCCCO1)C(C)(C)c1cc(NC(=O)C(C)(C)S(=O)(=O)C2CCN(S(C)(=O)=O)CC2)on1, C1COCCO1, O. The product is CC(O)C(C)(C)c1cc(NC(=O)C(C)(C)S(=O)(=O)C2CCN(S(C)(=O)=O)CC2)on1. As a reaction SMILES: [CH3:1][S:2](=[O:3])(=[O:4])[N:5]1[CH2:6][CH2:7][CH:8]([S:11](=[O:12])(=[O:13])[C:14]([C:15](=[O:16])[NH:17][c:18]2[cH:19][c:20]([C:23]([CH3:24])([CH:25]([CH3:26])[O:27][CH:28]3[CH2:29][CH2:30][CH2:31][CH2:32][O:33]3)[CH3:34])[n:21][o:22]2)([CH3:35])[CH3:36])[CH2:9][CH2:10]1.[O:38]1[CH2:39][CH2:40][O:41][CH2:42][CH2:43]1.[OH2:37]>>[CH3:1][S:2](=[O:3])(=[O:4])[N:5]1[CH2:6][CH2:7][CH:8]([S:11](=[O:12])(=[O:13])[C:14]([C:15](=[O:16])[NH:17][c:18]2[cH:19][c:20]([C:23]([CH3:24])([CH:25]([CH3:26])[OH:27])[CH3:34])[n:21][o:22]2)([CH3:35])[CH3:36])[CH2:9][CH2:10]1.